From a dataset of the Open Reaction Database (ORD), a public repository of structured organic reaction records. describe an organic reaction: reactants, conditions, products, and yield The reactants are Brc1cccc2cccnc12, CN(C)C=O, [Li]C(C)CC, C1CCOC1. Yields the product O=Cc1cccc2cccnc12. As a reaction SMILES: [Br:6][c:7]1[cH:8][cH:9][cH:10][c:11]2[cH:12][cH:13][cH:14][n:15][c:16]12.[CH3:17][N:18]([CH:19]=[O:20])[CH3:21].[CH:1]([Li:2])([CH2:3][CH3:4])[CH3:5].[O:22]1[CH2:23][CH2:24][CH2:25][CH2:26]1>>[c:7]1([CH:19]=[O:20])[cH:8][cH:9][cH:10][c:11]2[cH:12][cH:13][cH:14][n:15][c:16]12.